This data is from the Open Reaction Database (ORD), a public repository of structured organic reaction records. The task is: describe an organic reaction: reactants, conditions, products, and yield Procedure: 3-Methyl-3-phenyl-butanoic acid (247.2 g, 1.39 mol) was placed in a flask and warmed to 130° C. Sulphuric acid 95% (180 ml) was then added over 4 min and the mixture was stirred at 130° C. for 1 h, after which more sulphuric acid (10 ml) was added. After stirring for 45 min, the dark solution was poured onto ice (500 g) and extracted with hexane (200 ml). The organic phase was washed with NaHCO3 (50 ml), dried (MgSO4) and evaporated. The remaining oil was distilled in vacuo (78°0,065 Torr) to gi... Yields the product CC1(CC(C2=CC=CC=C12)=O)C (3,3-dimethyl-1-indanone). The reactants are CC(CC(=O)O)(C)C1=CC=CC=C1 (3-Methyl-3-phenyl-butanoic acid). Conditions: temperature 130 celsius, time 1 hour. Run in S(O)(O)(=O)=O (sulphuric acid), S(O)(O)(=O)=O (Sulphuric acid). Yield: 70.7%. RXN SMILES: [CH3:1][C:2]([C:8]1[CH:13]=[CH:12][CH:11]=[CH:10][CH:9]=1)([CH3:7])[CH2:3][C:4]([OH:6])=O>S(=O)(=O)(O)O>[CH3:7][C:2]1([CH3:1])[C:8]2[C:13](=[CH:12][CH:11]=[CH:10][CH:9]=2)[C:4](=[O:6])[CH2:3]1.